From a dataset of the Open Reaction Database (ORD), a public repository of structured organic reaction records. describe an organic reaction: reactants, conditions, products, and yield The reactants are [H+].C[C@@H]([C@@H](C1=CC=CC=C1)O)N.[Cl-] (norephedrine hydrochloride), [OH-].[Na+] (NaOH), IC=1C=C(C(=O)Cl)C=CC1 (3-Iodobenzoyl chloride), ice. The solvent is CCOCC (Et2O), CCOCC (Et2O). Conditions: temperature 0 celsius, time 4 hour. Product: IC=1C=C(C(=O)NC(C(C2=CC=CC=C2)O)C)C=CC1 (3-iodo-N-(2-hydroxy-1-methyl-2-phenylethyl) benzamide). The yield is 89.8%. RXN SMILES: [H+].[CH3:2][C@H:3]([NH2:12])[C@H:4]([OH:11])[C:5]1[CH:10]=[CH:9][CH:8]=[CH:7][CH:6]=1.[Cl-].[OH-].[Na+].[I:16][C:17]1[CH:18]=[C:19]([CH:23]=[CH:24][CH:25]=1)[C:20](Cl)=[O:21]>CCOCC>[I:16][C:17]1[CH:18]=[C:19]([CH:23]=[CH:24][CH:25]=1)[C:20]([NH:12][CH:3]([CH3:2])[CH:4]([OH:11])[C:5]1[CH:6]=[CH:7][CH:8]=[CH:9][CH:10]=1)=[O:21] |f:0.1.2,3.4|. Procedure details: To a ice-cooled mixture of norephedrine hydrochloride (1) (7.02 g, 37.5 mmol) in Et2O (165 mL) and 55 NaOH aqueous solution (60 mL) was added dropwise a solution of 3-Iodobenzoyl chloride (2b, 10 g, 37.5 mmol) in Et2O (100 mL). After the addition had completed, the resulting mixture was stirred at 0° C. for 4 h. The solvent was removed in vacuo. The residue was washed with H2O, dried, the recrystallized from EtOH to provide a white solid (12.84 g, 90%). mp 139-140.5° C. 1H NMR (CDCl3) d 1.10 (d,...